Dataset: the Open Reaction Database (ORD), a public repository of structured organic reaction records. Task: describe an organic reaction: reactants, conditions, products, and yield Procedure: Methyl 2-(4-chlorophenyl)-1-phenyl-6,7-dihydro-5H-pyrrolizine-3-carboxylate (4.0 g, 11.4 mmol) is dissolved in dichloroethane (40 ml), and the solution is cooled to 0-5° C. in an ice bath. A solution of chlorosulphonic acid (2.0 g, 17.3 mmol) in dichloroethane (20 ml) is slowly added dropwise to this (IT<10° C., 15 min) and the mixture is then stirred at RT for 12 h. A solution of NH3 in dichloroethane (40 ml) saturated in the cold is added, and the mixture is stirred at RT for a further 12 h. I... Reaction SMILES: Cl[C:2]1[CH:7]=[CH:6][C:5]([C:8]2[C:9]([C:20]3[CH:25]=[CH:24]C=C[CH:21]=3)=[C:10]3[N:14]([C:15]=2[C:16]([O:18][CH3:19])=[O:17])[CH2:13][CH2:12][CH2:11]3)=[CH:4][CH:3]=1.Cl[S:27]([OH:30])(=O)=[O:28].[NH3:31].O.Cl[CH:34]([Cl:36])[CH3:35]>>[Cl:36][C:34]1[CH:24]=[CH:25][C:20]([C:9]2[C:8]([C:5]3[CH:6]=[CH:7][C:2]([S:27](=[O:30])(=[O:28])[NH2:31])=[CH:3][CH:4]=3)=[C:15]([C:16]([O:18][CH3:19])=[O:17])[N:14]3[C:10]=2[CH2:11][CH2:12][CH2:13]3)=[CH:21][CH:35]=1. Conditions: temperature 2.5 celsius, time 12 hour. The reactants are ClS(=O)(=O)O (chlorosulphonic acid), ClC(C)Cl (dichloroethane), N (NH3), ClC(C)Cl (dichloroethane), O (water), ClC1=CC=C(C=C1)C=1C(=C2CCCN2C1C(=O)OC)C1=CC=CC=C1 (Methyl 2-(4-chlorophenyl)-1-phenyl-6,7-dihydro-5H-pyrrolizine-3-carboxylate), ClC(C)Cl (dichloroethane). Yields the product ClC1=CC=C(C=C1)C=1C(=C(N2CCCC12)C(=O)OC)C1=CC=C(C=C1)S(N)(=O)=O (Methyl 1-(4-chlorophenyl)-2-(4-sulphamoylphenyl)-6,7-dihydro-5H-pyrrolizine-3-carboxylate). Starting materials: CCCc1ccc(O)cc1, CCN(C(C)C)C(C)C, ClCCl, COCCl, O. Yields the product CCCc1ccc(OCOC)cc1. Reaction SMILES: [CH2:14]([CH2:15][CH3:16])[c:17]1[cH:18][cH:19][c:20]([OH:23])[cH:21][cH:22]1.[CH2:1]([N:2]([CH:3]([CH3:4])[CH3:5])[CH:6]([CH3:7])[CH3:8])[CH3:9].[CH2:25]([Cl:26])[Cl:27].[CH3:10][O:11][CH2:12][Cl:13].[OH2:24]>>[CH3:10][O:11][CH2:12][O:23][c:20]1[cH:19][cH:18][c:17]([CH2:14][CH2:15][CH3:16])[cH:22][cH:21]1. Starting materials: CC(=O)NC(CO)C(=O)NCc1ccccc1, CI. Yields the product COCC(NC(C)=O)C(=O)NCc1ccccc1. Reaction SMILES: [CH2:1]([c:2]1[cH:3][cH:4][cH:5][cH:6][cH:7]1)[NH:8][C:9]([CH:10]([CH2:11][OH:12])[NH:13][C:14]([CH3:15])=[O:16])=[O:17].[CH3:18][I:19]>>[CH2:1]([c:2]1[cH:3][cH:4][cH:5][cH:6][cH:7]1)[NH:8][C:9]([CH:10]([CH2:11][O:12][CH3:18])[NH:13][C:14]([CH3:15])=[O:16])=[O:17]. The product is O=[N+]([O-])c1ccc2nc(N3CCNCC3)ccc2c1Br. The reactants are Brc1cccc2nc(N3CCNCC3)ccc12, [Na+], [OH-], O=[N+]([O-])O, O=S(=O)(O)O. Reaction SMILES: [Br:1][c:2]1[c:3]2[cH:4][cH:5][c:6]([N:12]3[CH2:13][CH2:14][NH:15][CH2:16][CH2:17]3)[n:7][c:8]2[cH:9][cH:10][cH:11]1.[Na+:28].[OH-:27].[OH:18][N+:19]([O-:20])=[O:21].[S:22](=[O:23])(=[O:24])([OH:25])[OH:26]>>[Br:1][c:2]1[c:3]2[cH:4][cH:5][c:6]([N:12]3[CH2:13][CH2:14][NH:15][CH2:16][CH2:17]3)[n:7][c:8]2[cH:9][cH:10][c:11]1[N+:19](=[O:18])[O-:20]. The product is CC(C)CN1C(=O)c2ccc(OC(C)C)cc2C1=O. The reactants are CC(C)Br, O=C([O-])[O-], CN(C)C=O, [K+], [K+], CC(C)CN1C(=O)c2ccc(O)cc2C1=O. As a reaction SMILES: [Br:17][CH:18]([CH3:19])[CH3:20].[C:21](=[O:22])([O-:23])[O-:24].[CH3:27][N:28]([CH3:29])[CH:30]=[O:31].[K+:25].[K+:26].[OH:1][c:2]1[cH:3][c:4]2[c:5]([cH:15][cH:16]1)[C:6](=[O:7])[N:8]([CH2:11][CH:12]([CH3:13])[CH3:14])[C:9]2=[O:10]>>[O:1]([c:2]1[cH:3][c:4]2[c:5]([cH:15][cH:16]1)[C:6](=[O:7])[N:8]([CH2:11][CH:12]([CH3:13])[CH3:14])[C:9]2=[O:10])[CH:18]([CH3:19])[CH3:20]. The reactants are BrC1=CC=C(C(C(=O)O)=C1)O (5-bromosalicylic acid), ClC=1C=C(N)C=CC1Cl (3,4-dichloroaniline), P(Cl)(Cl)Cl (phosphorous trichloride). Run in ClC1=CC=CC=C1 (chlorobenzene). Conditions: time 18 hour. Yields the product BrC1=CC=C(C(C(=O)NC2=CC(=C(C=C2)Cl)Cl)=C1)O (5-Bromo-3′4′-dichlorosalicylanilide). Yield: 46.2%. Reaction SMILES: [Br:1][C:2]1[CH:10]=[C:6]([C:7]([OH:9])=O)[C:5]([OH:11])=[CH:4][CH:3]=1.[Cl:12][C:13]1[CH:14]=[C:15]([CH:17]=[CH:18][C:19]=1[Cl:20])[NH2:16].P(Cl)(Cl)Cl>ClC1C=CC=CC=1>[Br:1][C:2]1[CH:10]=[C:6]([C:7]([NH:16][C:15]2[CH:17]=[CH:18][C:19]([Cl:20])=[C:13]([Cl:12])[CH:14]=2)=[O:9])[C:5]([OH:11])=[CH:4][CH:3]=1. Procedure: A slurry of 5-bromosalicylic acid (15 g, 69 mmol) and 3,4-dichloroaniline (19.85 g, 73 mmol) and phosphorous trichloride (4.74 g 34.5 mmol) in 300 ml of chlorobenzene was refluxed for 3 hr. The hot solution was filtered through a glasswool plug and allowed to stand at room temperature for 18 hr. The crystals which deposited were collected by filtration and washed with fresh chlorobenzene and then methylene chloride to give after drying 19 g (76%) of product mp 230-233°. HPLC tr 19.25 min (Vydac ...